Dataset: the Open Reaction Database (ORD), a public repository of structured organic reaction records. Task: describe an organic reaction: reactants, conditions, products, and yield The reactants are CC(=O)OC(C)=O, CC(=O)O, Nc1ccc2nc(C(=O)c3ccccc3)cn2c1. Yields the product CC(=O)Nc1ccc2nc(C(=O)c3ccccc3)cn2c1. Reaction SMILES: [CH3:19][C:20](=[O:21])[O:22][C:23](=[O:24])[CH3:25].[CH3:26][C:27](=[O:28])[OH:29].[NH2:1][c:2]1[cH:3][cH:4][c:5]2[n:6]([cH:7]1)[cH:8][c:9]([C:11](=[O:12])[c:13]1[cH:14][cH:15][cH:16][cH:17][cH:18]1)[n:10]2>>[NH:1]([c:2]1[cH:3][cH:4][c:5]2[n:6]([cH:7]1)[cH:8][c:9]([C:11](=[O:12])[c:13]1[cH:14][cH:15][cH:16][cH:17][cH:18]1)[n:10]2)[C:20]([CH3:19])=[O:21]. The reactants are [H-].[Na+] (NaH), C[C@H]([C@@H](C)O)O ((2R,3R)-2,3-butanediol), FC1=CC(=C(C#N)C=C1)C(F)(F)F (4-fluoro-2-(trifluoromethyl)-benzonitrile). Run in C1CCOC1 (THF). Reaction conditions: temperature 0 celsius, time 10 minute. Product: C[C@@H]([C@H](C)OC1=CC(=C(C#N)C=C1)C(F)(F)F)OC1=CC(=C(C#N)C=C1)C(F)(F)F (4,4′-[(2S,3S)-Butane-2,3-diylbis(oxy)]bis[2-(trifluoromethyl)benzonitrile]). RXN SMILES: [H-].[Na+].[CH3:3][C@@H:4]([OH:8])[C@H:5]([OH:7])[CH3:6].F[C:10]1[CH:17]=[CH:16][C:13]([C:14]#[N:15])=[C:12]([C:18]([F:21])([F:20])[F:19])[CH:11]=1>C1COCC1>[CH3:3][C@H:4]([O:8][C:10]1[CH:17]=[CH:16][C:13]([C:14]#[N:15])=[C:12]([C:18]([F:19])([F:21])[F:20])[CH:11]=1)[C@@H:5]([O:7][C:10]1[CH:17]=[CH:16][C:13]([C:14]#[N:15])=[C:12]([C:18]([F:21])([F:20])[F:19])[CH:11]=1)[CH3:6] |f:0.1|. Procedure details: The NaH was suspended in 15 ml of dry THF at 0° C. under N2 gas, then (2R,3R)-2,3-butanediol (0.23 g, 2.46 mmol) was added, this mixture was stirred at 0° C. under N2 for 10 min before adding 4-fluoro-2-(trifluoromethyl)-benzonitrile (1.0 g, 5.18 mmol) The reaction mixture was stirred at 0° C. for 2 hours, then RT(room temperature) for 1 hour. It was quenched with 50 ml of distilled water, extracted with ethyl acetate (3×30 ml), the organic layer was washed with saturated NaHCO3 (three times), t... The reactants are C1CCOC1, CI, CC(C)Oc1cc(-c2[nH]c(=S)[nH]c2-c2ccc(F)cc2)ccn1, [H-], [Na+], O. Product: CSc1nc(-c2ccc(F)cc2)c(-c2ccnc(OC(C)C)c2)[nH]1. As a reaction SMILES: [CH2:29]1[O:30][CH2:31][CH2:32][CH2:33]1.[CH3:26][I:27].[F:3][c:4]1[cH:5][cH:6][c:7](-[c:10]2[nH:11][c:12](=[S:25])[nH:13][c:14]2-[c:15]2[cH:16][c:17]([O:21][CH:22]([CH3:23])[CH3:24])[n:18][cH:19][cH:20]2)[cH:8][cH:9]1.[H-:2].[Na+:1].[OH2:28]>>[F:3][c:4]1[cH:5][cH:6][c:7](-[c:10]2[n:11][c:12]([S:25][CH3:26])[nH:13][c:14]2-[c:15]2[cH:16][c:17]([O:21][CH:22]([CH3:23])[CH3:24])[n:18][cH:19][cH:20]2)[cH:8][cH:9]1. The reactants are ClC=1C(=C(C(=C(C1)C(C)=O)OCC)I)F (1-(5-Chloro-2-ethoxy-4-fluoro-3-iodophenyl)ethanone), C(CO)O (1,2-ethanediol), ice. Reagents/catalysts: O.C1(=CC=C(C=C1)S(=O)(=O)O)C (p-toluenesulfonic acid monohydrate). Solvent: C1(=CC=CC=C1)C (toluene). Yields the product ClC=1C(=C(C(=C(C1)C(C)O)OCC)I)C (1-(5-Chloro-2-ethoxy-3-iodo-4-methylphenyl)ethanol). Isolated yield 110.6%. Reaction SMILES: [Cl:1][C:2]1[C:3](F)=[C:4]([I:14])[C:5]([O:11][CH2:12][CH3:13])=[C:6]([C:8](=[O:10])[CH3:9])[CH:7]=1.[CH2:16](O)CO>C1(C)C=CC=CC=1.O.C1(C)C=CC(S(O)(=O)=O)=CC=1>[Cl:1][C:2]1[C:3]([CH3:16])=[C:4]([I:14])[C:5]([O:11][CH2:12][CH3:13])=[C:6]([CH:8]([OH:10])[CH3:9])[CH:7]=1 |f:3.4|. Procedure details: A solution of 1-(5-chloro-2-ethoxy-4-fluoro-3-iodophenyl)ethanone (20.0 g, 58.4 mmol; Example 212, step 1) and 1,2-ethanediol (6.5 mL, 120 mmol) in toluene (190 mL) was treated with p-toluenesulfonic acid monohydrate (1.1 g, 5.8 mmol). The flask was fitted with a Dean-Stark trap that was filled with sieves, and refluxed for 3 h. The reaction mixture was cooled and added to ice cooled saturated sodium bicarbonate solution (250 mL) and extracted with ethyl acetate. The organic layer was washed wit... Starting materials: O=C([O-])[O-], O=C1CCc2ccccc21, CO, Cl, [K+], [K+], NO, O. Product: ON=C1CCc2ccccc21. As a reaction SMILES: [C:14](=[O:15])([O-:16])[O-:17].[C:1]1(=[O:10])[CH2:2][CH2:3][c:4]2[cH:5][cH:6][cH:7][cH:8][c:9]21.[CH3:20][OH:21].[ClH:13].[K+:18].[K+:19].[NH2:11][OH:12].[OH2:22]>>[C:1]1(=[N:11][OH:12])[CH2:2][CH2:3][c:4]2[cH:5][cH:6][cH:7][cH:8][c:9]21. Starting materials: CC=1N=C(SC1)N (4-methylthiazol-2-amine), C1(=CC=CC=C1)P(C1=CC=CC=2C(C3=CC=CC(=C3OC12)P(C1=CC=CC=C1)C1=CC=CC=C1)(C)C)C1=CC=CC=C1 (4,5-bis(diphenylphosphino)-9,9-dimethyl-9H-xanthene), ClC1=NC=CC(=C1)OC1=C(C=CC=C1F)F (2-chloro-4-(2,6-difluorophenoxy)pyridine), P(=O)([O-])([O-])[O-].[K+].[K+].[K+] (potassium phosphate). Reagents/catalysts: C=1C=CC(=CC1)/C=C/C(=O)/C=C/C2=CC=CC=C2.C=1C=CC(=CC1)/C=C/C(=O)/C=C/C2=CC=CC=C2.C=1C=CC(=CC1)/C=C/C(=O)/C=C/C2=CC=CC=C2.[Pd].[Pd] (Pd2(dba)3). The product is FC1=C(OC2=CC(=NC=C2)NC=2SC=C(N2)C)C(=CC=C1)F (N-(4-(2,6-difluorophenoxy)pyridin-2-yl)-4-methylthiazol-2-amine). Yield: 39.4%. Reaction SMILES: [CH3:1][C:2]1[N:3]=[C:4]([NH2:7])[S:5][CH:6]=1.Cl[C:9]1[CH:14]=[C:13]([O:15][C:16]2[C:21]([F:22])=[CH:20][CH:19]=[CH:18][C:17]=2[F:23])[CH:12]=[CH:11][N:10]=1.P([O-])([O-])([O-])=O.[K+].[K+].[K+].C1(P(C2C=CC=CC=2)C2C3OC4C(=CC=CC=4P(C4C=CC=CC=4)C4C=CC=CC=4)C(C)(C)C=3C=CC=2)C=CC=CC=1>C1C=CC(/C=C/C(/C=C/C2C=CC=CC=2)=O)=CC=1.C1C=CC(/C=C/C(/C=C/C2C=CC=CC=2)=O)=CC=1.C1C=CC(/C=C/C(/C=C/C2C=CC=CC=2)=O)=CC=1.[Pd].[Pd]>[F:23][C:17]1[CH:18]=[CH:19][CH:20]=[C:21]([F:22])[C:16]=1[O:15][C:13]1[CH:14]=[CH:9][N:10]=[C:11]([NH:7][C:4]2[S:5][CH:6]=[C:2]([CH3:1])[N:3]=2)[CH:12]=1 |f:2.3.4.5,7.8.9.10.11|. Procedure: Using the method of Example 3, Step B, 4-methylthiazol-2-amine (0.284 g, 2.48 mmol), 2-chloro-4-(2,6-difluorophenoxy)pyridine (0.600 g, 2.48 mmol), potassium phosphate (0.580 g, 2.73 mmol), Pd2(dba)3 (0.114 g, 0.124 mmol), and 4,5-bis(diphenylphosphino)-9,9-dimethyl-9H-xanthene (0.072 g, 0.124 mmol) were reacted to provide N-(4-(2,6-difluorophenoxy)pyridin-2-yl)-4-methylthiazol-2-amine (0.312 g, 39% yield). 1H NMR (d6-DMSO) δ 11.03 (s, 1H), 8.20 (d, 1H), 7.36-7.50 (m, 3H), 6.60-6.63 (m, 2H), 6.5...